From a dataset of the Open Reaction Database (ORD), a public repository of structured organic reaction records. describe an organic reaction: reactants, conditions, products, and yield Reactants: CC1=CC2=C(S1)C(CC2)C(=O)O (2-methyl-5,6-dihydro-4H-cyclopenta[b]thiophene-6-carboxylic acid), monohydrate, CO (methanol). The product is CC1=CC2=C(S1)C(CC2)C(=O)OC (methyl 2-methyl-5,6-dihydro-4H-cyclopenta[b]thiophene-6-carboxylate). Yield: 74.0%. Reaction SMILES: [CH3:1][C:2]1[S:6][C:5]2[CH:7]([C:10]([OH:12])=[O:11])[CH2:8][CH2:9][C:4]=2[CH:3]=1.[CH3:13]O>>[CH3:1][C:2]1[S:6][C:5]2[CH:7]([C:10]([O:12][CH3:13])=[O:11])[CH2:8][CH2:9][C:4]=2[CH:3]=1. Procedure: A solution of 9.4 g (0.051 mole) of 2-methyl-5,6-dihydro-4H-cyclopenta[b]thiophene-6-carboxylic acid and 0.4 g of paratoluenesulfonic acid monohydrate in 400 cc of methanol was stirred at ambient temperature for 20 hours then concentrated dry under reduced pressure. The residue was picked up with ethyl acetate. The resulting solution was washed with an aqueous solution of sodium bicarbonate then water. It was dried on sodium sulfate. After evaporation of the solvent under reduced pressure, the r... Starting materials: O=O (O2), Ru(OAc)2, steel, O=C(C(=O)NC)C(C)(C)C (2-keto-3,3,N-trimethyl-butyramide), CO (methanol), [H][H] (hydrogen). Run in Cl (hydrochloric acid), C(Cl)Cl (methylene chloride). Conditions: temperature 20 celsius, time 1.5 hour. Yields the product O[C@@H](C(=O)NC)C(C)(C)C ((R)-2-hydroxy-3,3,N-trimethyl-butyramide). Yield: 60.5%. Reaction SMILES: O=O.[O:3]=[C:4]([C:9]([CH3:12])([CH3:11])[CH3:10])[C:5]([NH:7][CH3:8])=[O:6].CO.[H][H]>Cl.C(Cl)Cl>[OH:3][C@H:4]([C:9]([CH3:12])([CH3:11])[CH3:10])[C:5]([NH:7][CH3:8])=[O:6]. Procedure: A catalyst solution was prepared in a glove box (O2 content<1 ppm) by dissolving 385 mg (0.5 mmol) of [Ru(OAc)2((R)-BIPHEMP)] in 40 ml of a 0.025 molar methanolic hydrochloric acid solution and 40 ml of methylene chloride, subsequently stirred at 20° C. for 1.5 hours and thereafter transferred into a pressure-tight catalyst supply vessel. A 2 l steel autoclave was charged with 71.6 g (0.5 mol) of 2-keto-3,3,N-trimethyl-butyramide and 310 ml of methanol and sealed. After replacement of the atmosp... Reactants: N1(CCNCC1)C=1C=CC=2N(N1)C(=NN2)C(F)(F)F (6-(piperazin-1-yl)-3-(trifluoromethyl)-[1,2,4]triazolo[4,3-b]pyridazine), C(=O)C1=CC=C(C=C1)/C=C/C(=O)OCC (ethyl (E)-3-(4-formylphenyl)prop-2-enoate). Yields the product FC(C1=NN=C2N1N=C(C=C2)N2CCN(CC2)CC2=CC=C(C=C2)/C=C/C(=O)OCC)(F)F (ethyl (E)-3-[4-[[4-[3-(trifluoromethyl)-[1,2,4]triazolo[4,3-b]pyridazin-6-yl]piperazin-1-yl]methyl]phenyl]prop-2-enoate). As a reaction SMILES: [N:1]1([C:7]2[CH:8]=[CH:9][C:10]3[N:11]([C:13]([C:16]([F:19])([F:18])[F:17])=[N:14][N:15]=3)[N:12]=2)[CH2:6][CH2:5][NH:4][CH2:3][CH2:2]1.[CH:20]([C:22]1[CH:27]=[CH:26][C:25](/[CH:28]=[CH:29]/[C:30]([O:32][CH2:33][CH3:34])=[O:31])=[CH:24][CH:23]=1)=O>>[F:19][C:16]([F:17])([F:18])[C:13]1[N:11]2[N:12]=[C:7]([N:1]3[CH2:2][CH2:3][N:4]([CH2:20][C:22]4[CH:23]=[CH:24][C:25](/[CH:28]=[CH:29]/[C:30]([O:32][CH2:33][CH3:34])=[O:31])=[CH:26][CH:27]=4)[CH2:5][CH2:6]3)[CH:8]=[CH:9][C:10]2=[N:15][N:14]=1. Procedure: Reductive amination of 6-(piperazin-1-yl)-3-(trifluoromethyl)-[1,2,4]triazolo[4,3-b]pyridazine with ethyl (E)-3-(4-formylphenyl)prop-2-enoate was carried out according to General Synthetic Method 7. The crude product was purified by hplc using a Waters XBridge Prep C18 OBD column, 5μ silica, 30 mm diameter, 100 mm length eluted with decreasingly polar mixtures of water (containing 0.1% aqueous ammonia) and acetonitrile as eluents to give ethyl (E)-3-[4-[[4-[3-(trifluoromethyl)-[1,2,4]triazolo[4,... Product: COC1=C(C=CC(=C1)CCC)CO ((2-methoxy-4-propylphenyl)methanol). Solvent: CO (Methanol). The reactants are COCCO[AlH2-]OCCOC.[Na+].C1(=CC=CC=C1)C (Red-Al toluene), O1CCCC1 (tetrahydrofuran), compound, O.O.O.O.C(=O)([O-])C(O)C(O)C(=O)[O-].[Na+].[K+] (potassium sodium tartrate tetrahydrate). As a reaction SMILES: COCCO[AlH2-]O[CH2:8][CH2:9][O:10][CH3:11].[Na+].[C:13]1(C)[CH:18]=CC=[CH:15][CH:14]=1.[O:20]1[CH2:24][CH2:23][CH2:22][CH2:21]1.O.O.O.O.C(C(C(C([O-])=O)O)O)([O-])=O.[Na+].[K+]>CO>[CH3:11][O:10][C:9]1[CH:8]=[C:18]([CH2:13][CH2:14][CH3:15])[CH:24]=[CH:23][C:22]=1[CH2:21][OH:20] |f:0.1.2,4.5.6.7.8.9.10|. Procedure: Red-Al/toluene solution (66.5% content, 2.05 g) was slowly added to a tetrahydrofuran (3 mL) solution of the compound (1.00 g) prepared in Example 43 at an internal temperature of 5° C., followed by stirring at an internal temperature of about 35° C. for about 2.5 hours. Methanol (0.5 mL) was added to the reaction solution at an internal temperature of 9° C. to stop the reaction. The reaction solution was poured into a 50% aqueous potassium sodium tartrate tetrahydrate solution, and extracted wi... Reaction conditions: temperature 35 celsius, time 2.5 hour. Starting materials: CCOC(=O)C(=O)OCC, CC(C)(C)C(=O)Nc1cccc(N2CCN(Cc3ccccc3)CC2)c1, [Li]CCCC, [Cl-], [NH4+], C1CCOC1. Product: CCOC(=O)C(=O)c1c(NC(=O)C(C)(C)C)cccc1N1CCN(Cc2ccccc2)CC1. Reaction SMILES: [C:32]([C:33](=[O:34])[O:35][CH2:36][CH3:37])(=[O:38])[O:39][CH2:40][CH3:41].[CH2:1]([c:2]1[cH:3][cH:4][cH:5][cH:6][cH:7]1)[N:8]1[CH2:9][CH2:10][N:11]([c:14]2[cH:15][c:16]([NH:20][C:21]([C:22]([CH3:23])([CH3:24])[CH3:25])=[O:26])[cH:17][cH:18][cH:19]2)[CH2:12][CH2:13]1.[CH2:27]([Li:28])[CH2:29][CH2:30][CH3:31].[Cl-:42].[NH4+:43].[O:44]1[CH2:45][CH2:46][CH2:47][CH2:48]1>>[CH2:1]([c:2]1[cH:3][cH:4][cH:5][cH:6][cH:7]1)[N:8]1[CH2:9][CH2:10][N:11]([c:14]2[c:15]([C:32]([C:33](=[O:34])[O:35][CH2:36][CH3:37])=[O:38])[c:16]([NH:20][C:21]([C:22]([CH3:23])([CH3:24])[CH3:25])=[O:26])[cH:17][cH:18][cH:19]2)[CH2:12][CH2:13]1. Reagents/catalysts: N=1C=CC(=CC1C=2N=CC=C(C2)C(C)(C)C)C(C)(C)C, O1BOC(C)(C)C1(C)C, C[OH2+].C[OH2+].C1CC=CCCC=C1.C1CC=CCCC=C1.[Ir].[Ir]. Reaction conditions: temperature 60 celsius, time 10 hour. Yields the product N#CC1=CC=C(B2OC(C)(C)C(O2)(C)C)C=3NC(=CC13)B4OC(C)(C)C(O4)(C)C. Run in CCCCCC. The reactants are N#CC1=CC=CC=2NC=CC12. Isolated yield 92.0%. Starting materials: CC1(C=2C=CC(=CC2C(CC1)(C)C)B(O)O)C (5,6,7,8-tetrahydro-5,5,8,8-tetramethyl-2-naphthylboronic acid), BrC=1C=C(NC1)C=O (4-bromo-2-pyrrolecarboxaldehyde). Product: CC1(C=2C=CC(=CC2C(CC1)(C)C)C=1C=C(NC1)C=O)C (4-(5,6,7,8-Tetrahydro-5,5,8,8-tetramethyl-2-naphthyl)-2-pyrrolecarboxaldehyde). Yield: 21.7%. Reaction SMILES: [CH3:1][C:2]1([CH3:17])[CH2:11][CH2:10][C:9]([CH3:13])([CH3:12])[C:8]2[CH:7]=[C:6](B(O)O)[CH:5]=[CH:4][C:3]1=2.Br[C:19]1[CH:20]=[C:21]([CH:24]=[O:25])[NH:22][CH:23]=1>>[CH3:1][C:2]1([CH3:17])[CH2:11][CH2:10][C:9]([CH3:13])([CH3:12])[C:8]2[CH:7]=[C:6]([C:19]3[CH:20]=[C:21]([CH:24]=[O:25])[NH:22][CH:23]=3)[CH:5]=[CH:4][C:3]1=2. Reported procedure: In a similar manner to Example 3(b), by reaction of 5.9 g (25.6 mmol) of 5,6,7,8-tetrahydro-5,5,8,8-tetramethyl-2-naphthylboronic acid with 3.7 g (21.3 mmol) of 4-bromo-2-pyrrolecarboxaldehyde, 1.3 g (21.6%) of the expected product are obtained, with a melting point of 211-2° C.